This data is from the Open Reaction Database (ORD), a public repository of structured organic reaction records. The task is: describe an organic reaction: reactants, conditions, products, and yield Starting materials: C(O)([O-])=O.[Na+] (sodium hydrogencarbonate), ClC1=CC(=CC=C1)C(=O)OO (m-Chloroperbenzoic acid), COC(C1=CC=C(C=C1)SC)OC (4-(methylthio)benzaldehyde dimethyl acetal), S(=O)([O-])[O-].[Na+].[Na+] (sodium sulfite), peracid. The solvent is ClCCl (dichloromethane). Run at time 18 hour. Yields the product COC(C1=CC=C(C=C1)S(=O)(=O)C)OC (4-(Methylsulfonyl)benzaldehyde dimethyl acetal). Isolated yield 92.9%. Reaction SMILES: Cl[C:2]1C=CC=C(C(OO)=O)C=1.[CH3:12][O:13][CH:14]([O:23][CH3:24])[C:15]1[CH:20]=[CH:19][C:18](SC)=[CH:17][CH:16]=1.C(=O)([O-])O.[Na+].[S:30]([O-:33])([O-])=[O:31].[Na+].[Na+]>ClCCl>[CH3:24][O:23][CH:14]([O:13][CH3:12])[C:15]1[CH:16]=[CH:17][C:18]([S:30]([CH3:2])(=[O:33])=[O:31])=[CH:19][CH:20]=1 |f:2.3,4.5.6|. Reported procedure: m-Chloroperbenzoic acid (115.0 g, 0.567 mol) was added to a suspension of the 4-(methylthio)benzaldehyde dimethyl acetal (50.0 g, 0.252 mol) prepared in Preparative Example 1 and sodium hydrogencarbonate (73.1 g) in dichloromethane (1.00 l) at 0° to 10° C. in portions (over a period of about one hour and 20 minutes). The obtained suspension was stirred at room temperature for 18 hours and poured into an aqueous solution (1 l) of sodium sulfite (100.0 g) under cooling to decompose excess peracid....